Dataset: the Open Reaction Database (ORD), a public repository of structured organic reaction records. Task: describe an organic reaction: reactants, conditions, products, and yield Reactants: Cl.Cl.N[C@H]1[C@@H]2N(C(=C(CS2)C[N+](CC=2NC=C(C(C2)=O)O)(C)C)C(=O)[O-])C1=O (7β-Amino-3-[N,N-dimethyl-N-{(5-hydroxy-4-oxo-1,4-dihydropyridin-2-yl)methyl}ammonio]methyl-3-cephem-4carboxylate dihydrochloride), CS(=O)(=O)OC(C(=NOC(C)(C)C(=O)O)C1=NSC(=N1)N)=O (2-(5-amino-1,2,4-thiadiazol-3-yl)-2-(1-carboxy-1-methylethoxyimino)acetic methanesulfonic anhydride), C(C)(=O)OCC (ethyl acetate), C[Si](NC(C)=O)(C)C (N-(trimethylsilyl)acetamide). Run in O1CCCC1 (tetrahydrofuran), O1CCCC1 (tetrahydrofuran). Run at temperature 35 celsius, time 30 minute. Product: NC1=NC(=NS1)C(C(=O)N[C@H]1[C@@H]2N(C(=C(CS2)C[N+](CC=2NC=C(C(C2)=O)O)(C)C)C(=O)[O-])C1=O)=NOC(C)(C)C(=O)O (7β-[2-(5-amino-1,2,4-thiadiazol-3-yl)-2-(1-carboxy-1-methylethoxyimino)acetamido]-3-[N,N-dimethyl-N-{(5-hydroxy-4-oxo-1,4-dihydropyridin-2-yl)methyl}ammonio]methyl-3-cephem-4-carboxylate). Yield: 47.2%. RXN SMILES: Cl.Cl.[NH2:3][C@@H:4]1[C:27](=[O:28])[N:6]2[C:7]([C:24]([O-:26])=[O:25])=[C:8]([CH2:11][N+:12]([CH3:23])([CH3:22])[CH2:13][C:14]3[NH:15][CH:16]=[C:17]([OH:21])[C:18](=[O:20])[CH:19]=3)[CH2:9][S:10][C@H:5]12.C[Si](C)(C)NC(=O)C.CS([O:41][C:42](=O)[C:43]([C:52]1[N:56]=[C:55]([NH2:57])[S:54][N:53]=1)=[N:44][O:45][C:46]([C:49]([OH:51])=[O:50])([CH3:48])[CH3:47])(=O)=O.C(OCC)(=O)C>O1CCCC1>[NH2:57][C:55]1[S:54][N:53]=[C:52]([C:43](=[N:44][O:45][C:46]([C:49]([OH:51])=[O:50])([CH3:48])[CH3:47])[C:42]([NH:3][C@@H:4]2[C:27](=[O:28])[N:6]3[C:7]([C:24]([O-:26])=[O:25])=[C:8]([CH2:11][N+:12]([CH3:23])([CH3:22])[CH2:13][C:14]4[NH:15][CH:16]=[C:17]([OH:21])[C:18](=[O:20])[CH:19]=4)[CH2:9][S:10][C@H:5]23)=[O:41])[N:56]=1 |f:0.1.2|. Reported procedure: 7β-Amino-3-[N,N-dimethyl-N-{(5-hydroxy-4-oxo-1,4-dihydropyridin-2-yl)methyl}ammonio]methyl-3-cephem-4carboxylate dihydrochloride (181 mg) was suspended in tetrahydrofuran (9.1 ml). To the suspension was added N-(trimethylsilyl)acetamide (788 mg), and the mixture was stirred at 35° C. for 30 minutes and cooled to 5° C. To the resulting solution was added a solution of 2-(5-amino-1,2,4-thiadiazol-3-yl)-2-(1-carboxy-1-methylethoxyimino)acetic methanesulfonic anhydride (syn isomer) (169 mg) in tetra... Product: C(#N)C1=CC=C(OC=2C=C(C(=O)NC3CCN(CC3)CCO)C=C(C2)OC2=CC=C(C=C2)C#N)C=C1 (3,5-Bis-(4-cyano-phenoxy)-N-[1-(2-hydroxy-ethyl)-piperidin-4-yl]-benzamide). Reported procedure: Following procedure of Example 11(e) 3,5-bis-(4-cyano-phenoxy)-N-piperidin-4-yl-benzamide 0.5 g (1.14 mmol) and 2-bromoethanol (0.214 g, 1.71 mmol) were used to afford 0.4 g of the required product. Percentage purity (LCMS): 76.2%, (M+1)=482+1. Reaction SMILES: [C:1]([C:3]1[CH:33]=[CH:32][C:6]([O:7][C:8]2[CH:9]=[C:10]([CH:20]=[C:21]([O:23][C:24]3[CH:29]=[CH:28][C:27]([C:30]#[N:31])=[CH:26][CH:25]=3)[CH:22]=2)[C:11]([NH:13][CH:14]2[CH2:19][CH2:18][NH:17][CH2:16][CH2:15]2)=[O:12])=[CH:5][CH:4]=1)#[N:2].Br[CH2:35][CH2:36][OH:37]>>[C:1]([C:3]1[CH:4]=[CH:5][C:6]([O:7][C:8]2[CH:9]=[C:10]([CH:20]=[C:21]([O:23][C:24]3[CH:25]=[CH:26][C:27]([C:30]#[N:31])=[CH:28][CH:29]=3)[CH:22]=2)[C:11]([NH:13][CH:14]2[CH2:15][CH2:16][N:17]([CH2:35][CH2:36][OH:37])[CH2:18][CH2:19]2)=[O:12])=[CH:32][CH:33]=1)#[N:2]. Yield: 72.7%. Reactants: C(#N)C1=CC=C(OC=2C=C(C(=O)NC3CCNCC3)C=C(C2)OC2=CC=C(C=C2)C#N)C=C1 (3,5-bis-(4-cyano-phenoxy)-N-piperidin-4-yl-benzamide), BrCCO (2-bromoethanol). Starting materials: C(C)(C)(C)OC[C@@H](CBr)C.BrOBr (bromo ether (S)-(+)-3-tert. butoxy-2-methyl-1-bromopropane), [C-]#N.[Na+] (sodium cyanide). The solvent is O (water), O (water). The product is C(C)(C)(C)OC[C@@H](CC#N)C ((R)-(+)-4-tert. butoxy-3-methylbutyronitrile). The yield is 66.2%. Reaction SMILES: [C:1]([O:5][CH2:6][C@H:7]([CH3:10])[CH2:8]Br)([CH3:4])([CH3:3])[CH3:2].BrOBr.[C-:14]#[N:15].[Na+]>O>[C:1]([O:5][CH2:6][C@H:7]([CH3:10])[CH2:8][C:14]#[N:15])([CH3:4])([CH3:3])[CH3:2] |f:0.1,2.3|. Reported procedure: A mixture of 23.1 g. (0.11 mole) of bromo ether (S)-(+)-3-tert. butoxy-2-methyl-1-bromopropane and 11.07 g. (0.225 mole) of sodium cyanide in 144 ml. of water was stirred and refluxed for 17 hours. After cooling, the reaction mixture was diluted with water and worked up by extraction with CH2Cl2 in the manner of Example 1. The crude product was chromatographed on 500 g. of silica gel. Elution with 9:1 parts by volume and 4:1 parts by volume hexane-ether followed by evaporative distillation gave ... Reactants: C=O (formaldehyde), C(C1=CC=CC=C1)NC1CCC2=CC3=C(OCC3)C=C2C1 (7-(N-Benzylamino)-2,3,5,6,7,8-hexahydronaphtho[2,3-b]-furan). Solvent: [OH-].[Na+] (sodium hydroxide), O (water), O (water), C(=O)O (formic acid). Run at temperature 0 celsius. Yields the product C(C1=CC=CC=C1)N(C)C1CCC2=CC3=C(OCC3)C=C2C1 (7-(N-Benzyl-N-methylamino)-2,3,5,6,7,8-hexahydronaphtho-[2,3-b]furan). Reaction SMILES: [CH2:1]=O.[CH2:3]([NH:10][CH:11]1[CH2:23][C:22]2[C:14](=[CH:15][C:16]3[CH2:20][CH2:19][O:18][C:17]=3[CH:21]=2)[CH2:13][CH2:12]1)[C:4]1[CH:9]=[CH:8][CH:7]=[CH:6][CH:5]=1>O.C(O)=O.[OH-].[Na+]>[CH2:3]([N:10]([CH:11]1[CH2:23][C:22]2[C:14](=[CH:15][C:16]3[CH2:20][CH2:19][O:18][C:17]=3[CH:21]=2)[CH2:13][CH2:12]1)[CH3:1])[C:4]1[CH:5]=[CH:6][CH:7]=[CH:8][CH:9]=1 |f:4.5|. Procedure details: 44 ml of 37% strength formaldehyde solution in water are added to a solution of 21 g of the compound of Example 7 in 26 ml of concentrated formic acid maintained at 0° C. After 2 hours under reflux, the cooled reaction medium is diluted with 40% strength sodium hydroxide solution in water and extracted with methylene chloride. The organic phase is washed, dried and then evaporated under vacuum. The residue, purified by passage through a silica column, leads to the production of an oil. The eluti... Starting materials: O (water), N1=CC=CC=C1 (Pyridine), ClC=1C=CC(=C(C=O)C1)O (5-chloro-2-hydroxybenzaldehyde), Cl.NO (hydroxylamine hydrochloride). Solvent: C(C)O (ethanol). Run at time 18 hour. The product is ClC=1C=CC(=C(C=NO)C1)O (5-chloro-2-hydroxybenzaldoxime). Isolated yield 77.6%. Reaction SMILES: N1C=CC=CC=1.[Cl:7][C:8]1[CH:9]=[CH:10][C:11]([OH:16])=[C:12]([CH:15]=1)[CH:13]=O.Cl.[NH2:18][OH:19].O>C(O)C>[Cl:7][C:8]1[CH:9]=[CH:10][C:11]([OH:16])=[C:12]([CH:15]=1)[CH:13]=[N:18][OH:19] |f:2.3|. Reported procedure: Pyridine (20 ml) was added to a stirred suspension of 5-chloro-2-hydroxybenzaldehyde (5.0 g) and hydroxylamine hydrochloride (2.77 g) in ethanol (20 ml) and stirring was continued for 18 hours. The mixture was then added to water (150 ml) and extracted with ether (3×50 ml). The combined extracts were washed with water (2×50 ml), dried (MgSO4) and concentrated to give a yellow oil which slowly crystallised on standing. The solid was collected by filtration and washed with hexane to give 5-chloro-... Reactants: Example 13 ( f ), C(C)(C)(C)OC(=O)N1CC(C(C(C1)CO)C1=CC=C(C=C1)OCCCOCC1=C(C=CC=C1)OC)O ((3RS,4RS,5SR)-3-hydroxy-5-hydroxymethyl-4-[4-[3-(2-methoxy-benzyloxy)-propoxy]-phenyl]-piperidine-1-carboxylic acid tert-butyl ester), C1(=CC=CC=C1)C(Cl)(C1=CC=CC=C1)C1=CC=CC=C1 (triphenylchloromethane). Yields the product C(C)(C)(C)OC(=O)N1CC(C(C(C1)COC(C1=CC=CC=C1)(C1=CC=CC=C1)C1=CC=CC=C1)C1=CC=C(C=C1)OCCCOCC1=C(C=CC=C1)OC)O ((3RS,4RS,5SR)-3-hydroxy-4-[4-[3-(2-methoxy-benzyloxy)-propoxy]-phenyl]5-trityloxymethyl-piperidine-1-carboxylic acid tert-butyl ester). RXN SMILES: [C:1]([O:5][C:6]([N:8]1[CH2:13][CH:12]([CH2:14][OH:15])[CH:11]([C:16]2[CH:21]=[CH:20][C:19]([O:22][CH2:23][CH2:24][CH2:25][O:26][CH2:27][C:28]3[CH:33]=[CH:32][CH:31]=[CH:30][C:29]=3[O:34][CH3:35])=[CH:18][CH:17]=2)[CH:10]([OH:36])[CH2:9]1)=[O:7])([CH3:4])([CH3:3])[CH3:2].[C:37]1([C:43]([C:51]2[CH:56]=[CH:55][CH:54]=[CH:53][CH:52]=2)([C:45]2[CH:50]=[CH:49][CH:48]=[CH:47][CH:46]=2)Cl)[CH:42]=[CH:41][CH:40]=[CH:39][CH:38]=1>>[C:1]([O:5][C:6]([N:8]1[CH2:13][CH:12]([CH2:14][O:15][C:43]([C:37]2[CH:42]=[CH:41][CH:40]=[CH:39][CH:38]=2)([C:51]2[CH:52]=[CH:53][CH:54]=[CH:55][CH:56]=2)[C:45]2[CH:46]=[CH:47][CH:48]=[CH:49][CH:50]=2)[CH:11]([C:16]2[CH:21]=[CH:20][C:19]([O:22][CH2:23][CH2:24][CH2:25][O:26][CH2:27][C:28]3[CH:33]=[CH:32][CH:31]=[CH:30][C:29]=3[O:34][CH3:35])=[CH:18][CH:17]=2)[CH:10]([OH:36])[CH2:9]1)=[O:7])([CH3:3])([CH3:4])[CH3:2]. Reported procedure: In an analogous manner to that described in Example 13 (f), by reacting (3RS,4RS,5SR)-3-hydroxy-5-hydroxymethyl-4-[4-[3-(2-methoxy-benzyloxy)-propoxy]-phenyl]-piperidine-1-carboxylic acid tert-butyl ester with triphenylchloromethane there was obtained (3RS,4RS,5SR)-3-hydroxy-4-[4-[3-(2-methoxy-benzyloxy)-propoxy]-phenyl]5-trityloxymethyl-piperidine-1-carboxylic acid tert-butyl ester as a colorless foam; MS: 761 (M+NH4)+.